From a dataset of the Open Reaction Database (ORD), a public repository of structured organic reaction records. describe an organic reaction: reactants, conditions, products, and yield The reactants are C(CO)(=O)O (glycolic acid), BrCCCBr (1,3-dibromopropane), [H-].[Na+] (sodium hydride). Solvent: C1CCOC1 (THF). Reaction conditions: time 16 hour. Product: BrCCCOCC(=O)O (6-Bromo-3-oxahexanoic acid). Isolated yield 56.8%. RXN SMILES: [C:1]([OH:5])(=[O:4])[CH2:2][OH:3].[Br:6][CH2:7][CH2:8][CH2:9]Br.[H-].[Na+]>C1COCC1>[Br:6][CH2:7][CH2:8][CH2:9][O:3][CH2:2][C:1]([OH:5])=[O:4] |f:2.3|. Reported procedure: To a stirred solution of glycolic acid (2.03 g, 26 mmol) and 1,3-dibromopropane (6.41 g, 32 mmol) in THF (50 ml) was added sodium hydride (1.56 g, 65 mmol). This was stirred at room temperature for 16 h. The reaction mixture was quenched with dilute HCl (1.0 M, 100 ml) and then extracted into chloroform (3×50 ml). This was then washed with brine, dried, filtered and evaporated to dryness in vacuo. The residue was purified by chromatography (SiO2, CHCl3 /MeOH) to yield the title compound (2.91 g,... The reactants are O=C([O-])[O-], CCOC(=O)CC1OB(O)c2cc(O)cc(F)c21, Clc1cnccn1, [Cs+], [Cs+], CN(C)C=O. Yields the product CCOC(=O)CC1OB(O)c2cc(Oc3cnccn3)cc(F)c21. RXN SMILES: [C:19](=[O:20])([O-:21])[O-:22].[CH2:1]([CH3:2])[O:3][C:4]([CH2:5][CH:6]1[c:7]2[c:8]([cH:12][c:13]([OH:17])[cH:14][c:15]2[F:16])[B:9]([OH:11])[O:10]1)=[O:18].[Cl:25][c:26]1[n:27][cH:28][cH:29][n:30][cH:31]1.[Cs+:23].[Cs+:24].[O:32]=[CH:33][N:34]([CH3:35])[CH3:36]>>[CH2:1]([CH3:2])[O:3][C:4]([CH2:5][CH:6]1[c:7]2[c:8]([cH:12][c:13]([O:17][c:26]3[n:27][cH:28][cH:29][n:30][cH:31]3)[cH:14][c:15]2[F:16])[B:9]([OH:11])[O:10]1)=[O:18]. The reactants are FC(F)(F)c1cc2c(Cl)nc(Cl)nc2s1, COc1ccc(CN)cc1Cl. Product: COc1ccc(CNc2nc(Cl)nc3sc(C(F)(F)F)cc23)cc1Cl. Reaction SMILES: [Cl:12][c:13]1[n:14][c:15]([Cl:26])[c:16]2[c:17]([n:18]1)[s:19][c:20]([C:22]([F:23])([F:24])[F:25])[cH:21]2.[Cl:1][c:2]1[cH:3][c:4]([CH2:5][NH2:6])[cH:7][cH:8][c:9]1[O:10][CH3:11]>>[Cl:1][c:2]1[cH:3][c:4]([CH2:5][NH:6][c:15]2[n:14][c:13]([Cl:12])[n:18][c:17]3[c:16]2[cH:21][c:20]([C:22]([F:23])([F:24])[F:25])[s:19]3)[cH:7][cH:8][c:9]1[O:10][CH3:11].